From a dataset of the Open Reaction Database (ORD), a public repository of structured organic reaction records. describe an organic reaction: reactants, conditions, products, and yield The reactants are Cl.ClC=1C=C(C=CC1Cl)[C@@H]1CN(CC[C@H]1N(C(C1=CC=C(C=C1)N1CCOCC1)=O)C)C(=O)C1CCNCC1 (N-[(3R,4R)-3-(3,4-dichlorophenyl)-1-(piperidin-4-ylcarbonyl)piperidin-4-yl]-N-methyl-4-morpholin-4-ylbenzamide monohydrochloride), OC1(CC1)C(=O)O (1-hydroxycyclopropanecarboxylic acid), CCN=C=NCCCN(C)C.Cl (WSC.HCl), C=1C=CC2=C(C1)N=NN2O (HOBt). The solvent is O (water), C(C)#N (acetonitrile), C(C)N(CC)CC (triethylamine). Reaction conditions: time 14 hour. Yields the product ClC=1C=C(C=CC1Cl)[C@@H]1CN(CC[C@H]1N(C(C1=CC=C(C=C1)N1CCOCC1)=O)C)C(=O)C1CCN(CC1)C(=O)C1(CC1)O (N-[(3R,4R)-3-(3,4-dichlorophenyl)-1-({1-[(1-hydroxycyclopropyl)carbonyl]piperidin-4-yl}carbonyl)piperidin-4-yl]-N-methyl-4-morpholin-4-ylbenzamide). The yield is 55.1%. As a reaction SMILES: Cl.[Cl:2][C:3]1[CH:4]=[C:5]([C@H:10]2[C@H:15]([N:16]([CH3:31])[C:17](=[O:30])[C:18]3[CH:23]=[CH:22][C:21]([N:24]4[CH2:29][CH2:28][O:27][CH2:26][CH2:25]4)=[CH:20][CH:19]=3)[CH2:14][CH2:13][N:12]([C:32]([CH:34]3[CH2:39][CH2:38][NH:37][CH2:36][CH2:35]3)=[O:33])[CH2:11]2)[CH:6]=[CH:7][C:8]=1[Cl:9].[OH:40][C:41]1([C:44](O)=[O:45])[CH2:43][CH2:42]1.CCN=C=NCCCN(C)C.Cl.C1C=CC2N(O)N=NC=2C=1>C(#N)C.O.C(N(CC)CC)C>[Cl:2][C:3]1[CH:4]=[C:5]([C@H:10]2[C@H:15]([N:16]([CH3:31])[C:17](=[O:30])[C:18]3[CH:19]=[CH:20][C:21]([N:24]4[CH2:29][CH2:28][O:27][CH2:26][CH2:25]4)=[CH:22][CH:23]=3)[CH2:14][CH2:13][N:12]([C:32]([CH:34]3[CH2:39][CH2:38][N:37]([C:44]([C:41]4([OH:40])[CH2:43][CH2:42]4)=[O:45])[CH2:36][CH2:35]3)=[O:33])[CH2:11]2)[CH:6]=[CH:7][C:8]=1[Cl:9] |f:0.1,3.4|. Reported procedure: To a solution of N-[(3R,4R)-3-(3,4-dichlorophenyl)-1-(piperidin-4-ylcarbonyl)piperidin-4-yl]-N-methyl-4-morpholin-4-ylbenzamide monohydrochloride (200 mg) obtained in Example 621, 1-hydroxycyclopropanecarboxylic acid (44.5 mg) and triethylamine (143 μL) in acetonitrile (5 mL) were added WSC.HCl (96 mg) and HOBt (76.8 mg), and the mixture was stirred at room temperature for 14 hr. To the reaction solution was added water, and the resultant product was extracted with ethyl acetate. The organic lay... Starting materials: CC(C)CC(NC(=O)OC(C)(C)C)C(=O)NC1CCCNCC1O, ClCCCl, O=S(=O)(Cl)c1ccccc1F. Yields the product CC(C)CC(NC(=O)OC(C)(C)C)C(=O)NC1CCCN(S(=O)(=O)c2ccccc2F)CC1O. Reaction SMILES: [C:1]([CH3:2])([CH3:3])([CH3:4])[O:5][C:6]([NH:7][CH:8]([CH2:9][CH:10]([CH3:11])[CH3:12])[C:13]([NH:14][CH:15]1[CH:16]([OH:22])[CH2:17][NH:18][CH2:19][CH2:20][CH2:21]1)=[O:23])=[O:24].[Cl:36][CH2:37][CH2:38][Cl:39].[F:25][c:26]1[c:27]([S:32](=[O:33])(=[O:34])[Cl:35])[cH:28][cH:29][cH:30][cH:31]1>>[C:1]([CH3:2])([CH3:3])([CH3:4])[O:5][C:6]([NH:7][CH:8]([CH2:9][CH:10]([CH3:11])[CH3:12])[C:13]([NH:14][CH:15]1[CH:16]([OH:22])[CH2:17][N:18]([S:32]([c:27]2[c:26]([F:25])[cH:31][cH:30][cH:29][cH:28]2)(=[O:33])=[O:34])[CH2:19][CH2:20][CH2:21]1)=[O:23])=[O:24].